Dataset: the Open Reaction Database (ORD), a public repository of structured organic reaction records. Task: describe an organic reaction: reactants, conditions, products, and yield Reactants: C(C)(=O)OC(C)=O (Acetic anhydride), C(C1=CC=CC=C1)ON(CCCCC#N)C(CCCCN(C(CCCCNOCC1=CC=CC=C1)=O)OCC1=CC=CC=C1)=O (6,12,18-Tris(benzyloxy)-7,13-dioxo-6,12,18-triazaoctadecanenitrile). The solvent is N1=CC=CC=C1 (pyridine), C(Cl)Cl (CH2Cl2). Conditions: temperature 0 celsius, time 30 minute. The product is C(C1=CC=CC=C1)ON(CCCCC#N)C(CCCCN(C(CCCCN(C(C)=O)OCC1=CC=CC=C1)=O)OCC1=CC=CC=C1)=O (6,12,18-Tris(benzyloxy)-7,13,19-trioxo-6,12,18-triazaeicosanenitrile). Isolated yield 60.0%. As a reaction SMILES: [C:1](OC(=O)C)(=[O:3])[CH3:2].[CH2:8]([O:15][N:16]([C:23](=[O:52])[CH2:24][CH2:25][CH2:26][CH2:27][N:28]([O:44][CH2:45][C:46]1[CH:51]=[CH:50][CH:49]=[CH:48][CH:47]=1)[C:29](=[O:43])[CH2:30][CH2:31][CH2:32][CH2:33][NH:34][O:35][CH2:36][C:37]1[CH:42]=[CH:41][CH:40]=[CH:39][CH:38]=1)[CH2:17][CH2:18][CH2:19][CH2:20][C:21]#[N:22])[C:9]1[CH:14]=[CH:13][CH:12]=[CH:11][CH:10]=1>N1C=CC=CC=1.C(Cl)Cl>[CH2:8]([O:15][N:16]([C:23](=[O:52])[CH2:24][CH2:25][CH2:26][CH2:27][N:28]([O:44][CH2:45][C:46]1[CH:51]=[CH:50][CH:49]=[CH:48][CH:47]=1)[C:29](=[O:43])[CH2:30][CH2:31][CH2:32][CH2:33][N:34]([O:35][CH2:36][C:37]1[CH:42]=[CH:41][CH:40]=[CH:39][CH:38]=1)[C:1](=[O:3])[CH3:2])[CH2:17][CH2:18][CH2:19][CH2:20][C:21]#[N:22])[C:9]1[CH:10]=[CH:11][CH:12]=[CH:13][CH:14]=1. Reported procedure: Acetic anhydride (8 mL) was slowly added to a solution of (8) (1.25 g, 2.03 mmol) in pyridine (50 mL) and CH2Cl2 (30 mL) which had been cooled to 0° C. Stirring was continued at 0° C. for 30 minutes and then at room temperature overnight. Solvents were removed under high vacuum, and the residue was dissolved in CHCl3 (120 mL), followed by washing with 0.5N HCl (2×40 mL) and saturated NaHCO3 (2×40 mL). After solvent removal, the crude oil was purified by silica gel column chromatography, eluting ...